describe an organic reaction: reactants, conditions, products, and yield From a dataset of the Open Reaction Database (ORD), a public repository of structured organic reaction records. Starting materials: C1(CCCCC1)NCC(CC)O (N-cyclohexyl-N-(2-hydroxybutyl)amine), [H-].[Na+] (sodium hydride), C(C1=CC=CC=C1)Br (benzyl bromide). Run in O1CCCC1 (tetrahydrofuran). Conditions: time 1 hour. Product: C1(CCCCC1)NCC(CC)OCC1=CC=CC=C1 (N-cyclohexyl-N-(2-benzyloxybutyl)amine). RXN SMILES: [CH:1]1([NH:7][CH2:8][CH:9]([OH:12])[CH2:10][CH3:11])[CH2:6][CH2:5][CH2:4][CH2:3][CH2:2]1.[H-].[Na+].[CH2:15](Br)[C:16]1[CH:21]=[CH:20][CH:19]=[CH:18][CH:17]=1>O1CCCC1>[CH:1]1([NH:7][CH2:8][CH:9]([O:12][CH2:15][C:16]2[CH:21]=[CH:20][CH:19]=[CH:18][CH:17]=2)[CH2:10][CH3:11])[CH2:6][CH2:5][CH2:4][CH2:3][CH2:2]1 |f:1.2|. Reported procedure: To a solution of N-cyclohexyl-N-(2-hydroxybutyl)amine (49.2 g) in tetrahydrofuran (1 liter) is added with stirring sodium hydride (60% oily dispersion, 12.6 g) in portions at 0° C. The mixture is stirred at the same temperature for one hour, and thereto is added dropwise benzyl bromide (34 ml). The mixture is stirred at room temperature overnight, and the mixture is concentrated under reduced pressure to remove the solvent. To the residue is added water, and the mixture is extracted with chlorof... Reactants: N#CCCCCBr, COC(=O)COC(C)n1c(C(=O)C2CCNCC2)nc2ccccc21, O=C([O-])[O-], CN(C)C=O, [K+], [K+], O. Yields the product COC(=O)COC(C)n1c(C(=O)C2CCN(CCCCC#N)CC2)nc2ccccc21. RXN SMILES: [Br:26][CH2:27][CH2:28][CH2:29][CH2:30][C:31]#[N:32].[C:1](=[O:2])([O:3][CH3:4])[CH2:5][O:6][CH:7]([CH3:8])[n:9]1[c:10]([C:18](=[O:19])[CH:20]2[CH2:21][CH2:22][NH:23][CH2:24][CH2:25]2)[n:11][c:12]2[c:13]1[cH:14][cH:15][cH:16][cH:17]2.[C:33](=[O:34])([O-:35])[O-:36].[CH3:39][N:40]([CH3:41])[CH:42]=[O:43].[K+:37].[K+:38].[OH2:44]>>[C:1](=[O:2])([O:3][CH3:4])[CH2:5][O:6][CH:7]([CH3:8])[n:9]1[c:10]([C:18](=[O:19])[CH:20]2[CH2:21][CH2:22][N:23]([CH2:27][CH2:28][CH2:29][CH2:30][C:31]#[N:32])[CH2:24][CH2:25]2)[n:11][c:12]2[c:13]1[cH:14][cH:15][cH:16][cH:17]2. The product is CC=1NC(=CC1[Zr](N(CC)C)(N(C)CC)C1=C(NC(=C1)C)C)C (bis(2,5-dimethyl-pyrrolyl)bis(ethylmethylamino)zirconium). Reaction SMILES: C(N([Zr:5]([N:14]([CH3:17])[CH2:15][CH3:16])([N:10]([CH3:13])[CH2:11][CH3:12])N(C)CC)C)C.[CH3:18][C:19]1[NH:20][C:21]([CH3:24])=[CH:22][CH:23]=1>C1(C)C=CC=CC=1>[CH3:18][C:19]1[NH:20][C:21]([CH3:24])=[CH:22][C:23]=1[Zr:5]([C:23]1[CH:22]=[C:21]([CH3:24])[NH:20][C:19]=1[CH3:18])([N:10]([CH2:11][CH3:12])[CH3:13])[N:14]([CH3:17])[CH2:15][CH3:16]. The reactants are C(C)N(C)[Zr](N(CC)C)(N(CC)C)N(CC)C (tetrakis(ethylmethylamino)zirconium), C(C)N(C)[Zr](N(CC)C)(N(CC)C)N(CC)C (tetrakis(ethylmethylamino)zirconium), CC=1NC(=CC1)C (2,5-dimethylpyrrole). Run in C1(=CC=CC=C1)C (toluene), C1(=CC=CC=C1)C (toluene), C1(=CC=CC=C1)C (toluene). Yield: 68.2%. Conditions: temperature 110 celsius, time 1 hour. Procedure: In a N2-purged glove box a 100 mL, 3-neck round bottom flask equipped with a magnetic stir bar, thermocouple, and shortpath distillation column was charged with the 3.0 g (9.3 mmol) of tetrakis(ethylmethylamino)zirconium and 20 mL of anhydrous toluene. 1.852 g (19.5 mmol) of 2,5-dimethylpyrrole (Aldrich, pre-dried over 3 A molecular sieves for 24 hours) were dissolved in 20 mL of anhydrous toluene and the solution was added to the toluene solution of tetrakis(ethylmethylamino)zirconium at room t... The reactants are N#CCCBr, ClCCl, CCN(C(C)C)C(C)C, c1ccc(C(c2ccccn2)N2CCNCC2)cc1. Yields the product N#CCCN1CCN(C(c2ccccc2)c2ccccn2)CC1. RXN SMILES: [Br:29][CH2:30][CH2:31][C:32]#[N:33].[CH2:34]([Cl:35])[Cl:36].[CH:1]([N:2]([CH:3]([CH3:4])[CH3:5])[CH2:6][CH3:7])([CH3:8])[CH3:9].[n:10]1[c:11]([CH:16]([c:17]2[cH:18][cH:19][cH:20][cH:21][cH:22]2)[N:23]2[CH2:24][CH2:25][NH:26][CH2:27][CH2:28]2)[cH:12][cH:13][cH:14][cH:15]1>>[n:10]1[c:11]([CH:16]([c:17]2[cH:18][cH:19][cH:20][cH:21][cH:22]2)[N:23]2[CH2:24][CH2:25][N:26]([CH2:30][CH2:31][C:32]#[N:33])[CH2:27][CH2:28]2)[cH:12][cH:13][cH:14][cH:15]1. The reactants are C(CC(=O)[O-])(=O)OCC (monoethyl malonate), C1(=CC=CC=C1)C1CN=CC2=CC=CC=C12 (3,4-dihydro-4-phenylisoquinoline). Run at temperature 120 celsius, time 45 minute. Yields the product C1(=CC=CC=C1)C1CNC(C2=CC=CC=C12)CC(=O)OCC (ethyl 1,2,3,4-tetrahydro-4-phenyl-1-isoquinolineacetate). The yield is 98.7%. RXN SMILES: [C:1]([O:7][CH2:8][CH3:9])(=[O:6])[CH2:2][C:3]([O-])=O.[C:10]1([CH:16]2[C:25]3[C:20](=[CH:21][CH:22]=[CH:23][CH:24]=3)C=[N:18][CH2:17]2)[CH:15]=[CH:14][CH:13]=[CH:12][CH:11]=1>>[C:25]1([CH:16]2[C:10]3[C:15](=[CH:14][CH:13]=[CH:12][CH:11]=3)[CH:3]([CH2:2][C:1]([O:7][CH2:8][CH3:9])=[O:6])[NH:18][CH2:17]2)[CH:20]=[CH:21][CH:22]=[CH:23][CH:24]=1. Reported procedure: A mixture of 8.6 g (0.06 mole) of monoethyl malonate and 10.0 g (0.048 mole) of 3,4-dihydro-4-phenylisoquinoline was stirred in a preheated oil bath at 120° C. for 45 min to give 14.0 g (98.7%) of ethyl 1,2,3,4-tetrahydro-4-phenyl-1-isoquinolineacetate as a pale yellow syrup. The ester was used in the next step without further purification. Yields the product FC(C=1C=C(CN([C@H]2C[C@H](N(C2)C2=NC(=NC=C2Cl)N2CCC(CC2)C(=O)O)CC)C2=NC=C(C=N2)N2C(N(CC2)C)=O)C=C(C1)C(F)(F)F)(F)F (1-[4-((2R,4S)-4-{(3,5-bis-trifluoromethyl-benzyl)-[5-(3-methyl-2-oxo-imidazolidin-1-yl)-pyrimidin-2-yl]-amino}-2-ethyl-pyrrolidin-1-yl)-5-chloro-pyrimidin-2-yl]-piperidine-4-carboxylic acid). Isolated yield 97.0%. The solvent is CCO (EtOH). Procedure details: To a mixture of 1-[4-((2R,4S)-4-{(3,5-bis-trifluoromethyl-benzyl)-[5-(3-methyl-2-oxo-imidazolidin-1-yl)-pyrimidin-2-yl]-amino}-2-ethyl-pyrrolidin-1-yl)-5-chloro-pyrimidin-2-yl]-piperidine-4-carboxylic acid ethyl ester (70 mg, 0.09 mmol) in EtOH (1 mL) is added 1N NaOH (0.45 mL, 0.45 mmol). The reaction mixture is stirred at room temperature for 1 hour. After quench with 1N HCl (0.45 mL, 0.45 mmol), the mixture is washed with brine and extracted with EtOAc. The combined organic layer is dried ove... Reactants: [OH-].[Na+] (NaOH), C(C)OC(=O)C1CCN(CC1)C1=NC=C(C(=N1)N1[C@@H](C[C@@H](C1)N(C1=NC=C(C=N1)N1C(N(CC1)C)=O)CC1=CC(=CC(=C1)C(F)(F)F)C(F)(F)F)CC)Cl (1-[4-((2R,4S)-4-{(3,5-bis-trifluoromethyl-benzyl)-[5-(3-methyl-2-oxo-imidazolidin-1-yl)-pyrimidin-2-yl]-amino}-2-ethyl-pyrrolidin-1-yl)-5-chloro-pyrimidin-2-yl]-piperidine-4-carboxylic acid ethyl ester), Cl (HCl). Run at time 1 hour. Reaction SMILES: C([O:3][C:4]([CH:6]1[CH2:11][CH2:10][N:9]([C:12]2[N:17]=[C:16]([N:18]3[CH2:22][C@@H:21]([N:23]([CH2:37][C:38]4[CH:43]=[C:42]([C:44]([F:47])([F:46])[F:45])[CH:41]=[C:40]([C:48]([F:51])([F:50])[F:49])[CH:39]=4)[C:24]4[N:29]=[CH:28][C:27]([N:30]5[CH2:34][CH2:33][N:32]([CH3:35])[C:31]5=[O:36])=[CH:26][N:25]=4)[CH2:20][C@H:19]3[CH2:52][CH3:53])[C:15]([Cl:54])=[CH:14][N:13]=2)[CH2:8][CH2:7]1)=[O:5])C.[OH-].[Na+].Cl>CCO>[F:47][C:44]([F:45])([F:46])[C:42]1[CH:43]=[C:38]([CH:39]=[C:40]([C:48]([F:49])([F:50])[F:51])[CH:41]=1)[CH2:37][N:23]([C:24]1[N:25]=[CH:26][C:27]([N:30]2[CH2:34][CH2:33][N:32]([CH3:35])[C:31]2=[O:36])=[CH:28][N:29]=1)[C@@H:21]1[CH2:22][N:18]([C:16]2[C:15]([Cl:54])=[CH:14][N:13]=[C:12]([N:9]3[CH2:10][CH2:11][CH:6]([C:4]([OH:5])=[O:3])[CH2:7][CH2:8]3)[N:17]=2)[C@H:19]([CH2:52][CH3:53])[CH2:20]1 |f:1.2|. The reactants are NC=1C=CC(=C(C1)C(C)=O)F (1-(5-amino-2-fluoro-phenyl)-ethanone), BrCCOCCBr (bromoethyl ether), CCN(C(C)C)C(C)C (i-Pr2NEt). Run in C1(=CC=CC=C1)C (toluene). The product is FC1=C(C=C(C=C1)N1CCOCC1)C(C)=O (1-(2-Fluoro-5-morpholin-4-yl-phenyl)ethanone). The yield is 73.3%. RXN SMILES: [NH2:1][C:2]1[CH:3]=[CH:4][C:5]([F:11])=[C:6]([C:8](=[O:10])[CH3:9])[CH:7]=1.Br[CH2:13][CH2:14][O:15][CH2:16][CH2:17]Br.CCN(C(C)C)C(C)C>C1(C)C=CC=CC=1>[F:11][C:5]1[CH:4]=[CH:3][C:2]([N:1]2[CH2:17][CH2:16][O:15][CH2:14][CH2:13]2)=[CH:7][C:6]=1[C:8](=[O:10])[CH3:9]. Reported procedure: A mixture of 1-(5-amino-2-fluoro-phenyl)-ethanone (3.5 g), bromoethyl ether (5.929 g), and i-Pr2NEt (7.121 g) in toluene (20 mL) was refluxed for 16 hours. After cooling, the reaction mixture was quenched with water. The aqueous layer was extracted with dichloromethane, and the combined organic layers were dried over magnesium sulphate, filtered, and concentrated in vacuo. The residue was purified by silica gel flash chromatography (25% ethyl acetate in hexane) to give 3.74 g of the title compou... The reactants are [Si](C)(C)(C(C)(C)C)OCCN(C(=O)C1=NC(=NC(=C1OCC1=CC=CC=C1)O)CC1(CCCC1)C1=CC=CC2=CC=CC=C12)C (5-benzyloxy-6-hydroxy-2-(1-naphthalen-1-yl-cyclopentylmethyl)-pyrimidine-4-carboxylic acid [2-(tert-butyl-dimethylsilanyloxy)-ethyl]-methyl-amide), C(C1=CC=CC=C1)OC=1C(=NC(=NC1O)CC1(CCCC1)C1=CC=CC2=CC=CC=C12)C(=O)O (5-benzyloxy-6-hydroxy-2-(1-naphthalen-1-yl-cyclopentylmethyl)-pyrimidine-4-carboxylic acid), [Si](C)(C)(C(C)(C)C)OCCNC1COC1 ([2-(tert-butyl-dimethylsilanyloxy)-ethyl]-oxetan-3-yl-amine). The product is [Si](C)(C)(C(C)(C)C)OCCN(C(=O)C1=NC(=NC(=C1OCC1=CC=CC=C1)O)CC1(CCCC1)C1=CC=CC2=CC=CC=C12)C1COC1 (5-Benzyloxy-6-hydroxy-2-(1-naphthalen-1-yl-cyclopentylmethyl)-pyrimidine-4-carboxylic acid [2-(tert-butyl-dimethylsilanyloxy)-ethyl]-oxetan-3-yl-amide). RXN SMILES: [Si:1]([O:8][CH2:9][CH2:10][N:11]([CH3:45])[C:12]([C:14]1[C:19]([O:20][CH2:21][C:22]2[CH:27]=[CH:26][CH:25]=[CH:24][CH:23]=2)=[C:18]([OH:28])[N:17]=[C:16]([CH2:29][C:30]2([C:35]3[C:44]4[C:39](=[CH:40][CH:41]=[CH:42][CH:43]=4)[CH:38]=[CH:37][CH:36]=3)[CH2:34][CH2:33][CH2:32][CH2:31]2)[N:15]=1)=[O:13])([C:4]([CH3:7])([CH3:6])[CH3:5])([CH3:3])[CH3:2].[CH2:46]([O:53][C:54]1C(C(O)=O)=NC(CC2(C3C4C(=CC=CC=4)C=CC=3)CCCC2)=NC=1O)C1C=CC=CC=1.[Si](OCCNC1COC1)(C(C)(C)C)(C)C>>[Si:1]([O:8][CH2:9][CH2:10][N:11]([CH:45]1[CH2:54][O:53][CH2:46]1)[C:12]([C:14]1[C:19]([O:20][CH2:21][C:22]2[CH:23]=[CH:24][CH:25]=[CH:26][CH:27]=2)=[C:18]([OH:28])[N:17]=[C:16]([CH2:29][C:30]2([C:35]3[C:44]4[C:39](=[CH:40][CH:41]=[CH:42][CH:43]=4)[CH:38]=[CH:37][CH:36]=3)[CH2:31][CH2:32][CH2:33][CH2:34]2)[N:15]=1)=[O:13])([C:4]([CH3:6])([CH3:7])[CH3:5])([CH3:2])[CH3:3]. Procedure details: This compound was prepared following the same method as described for 5-benzyloxy-6-hydroxy-2-(1-naphthalen-1-yl-cyclopentylmethyl)-pyrimidine-4-carboxylic acid [2-(tert-butyl-dimethylsilanyloxy)-ethyl]-methyl-amide (350) from 5-benzyloxy-6-hydroxy-2-(1-naphthalen-1-yl-cyclopentylmethyl)-pyrimidine-4-carboxylic acid (345) (325 mg, 0.72 mmol) and [2-(tert-butyl-dimethylsilanyloxy)-ethyl]-oxetan-3-yl-amine (8 g) (248 mg, 1.07 mmol). The yield was 340 mg, 71%, of a colorless sticky mass.